This data is from the Open Reaction Database (ORD), a public repository of structured organic reaction records. The task is: describe an organic reaction: reactants, conditions, products, and yield The reactants are CN1CCC(N2CCNCC2)CC1, CCOC(C)=O, CCN(C(C)C)C(C)C, CCOc1ncccc1C1(CC(=O)O)C(=O)Nc2cc(F)c(Cl)cc21, ClCCl, [Na+], [OH-]. The product is CCOc1ncccc1C1(CC(=O)N2CCN(C3CCN(C)CC3)CC2)C(=O)Nc2cc(F)c(Cl)cc21. As a reaction SMILES: [CH3:10][N:11]1[CH2:12][CH2:13][CH:14]([N:17]2[CH2:18][CH2:19][NH:20][CH2:21][CH2:22]2)[CH2:15][CH2:16]1.[CH3:53][CH2:54][O:55][C:56](=[O:57])[CH3:58].[CH:1]([N:2]([CH:3]([CH3:4])[CH3:5])[CH2:6][CH3:7])([CH3:8])[CH3:9].[Cl:23][c:24]1[cH:25][c:26]2[c:30]([cH:31][c:32]1[F:33])[NH:29][C:28](=[O:34])[C:27]2([c:35]1[c:36]([O:41][CH2:42][CH3:43])[n:37][cH:38][cH:39][cH:40]1)[CH2:44][C:45](=[O:46])[OH:47].[Cl:50][CH2:51][Cl:52].[Na+:49].[OH-:48]>>[CH3:10][N:11]1[CH2:12][CH2:13][CH:14]([N:17]2[CH2:18][CH2:19][N:20]([C:45]([CH2:44][C:27]3([c:35]4[c:36]([O:41][CH2:42][CH3:43])[n:37][cH:38][cH:39][cH:40]4)[c:26]4[cH:25][c:24]([Cl:23])[c:32]([F:33])[cH:31][c:30]4[NH:29][C:28]3=[O:34])=[O:46])[CH2:21][CH2:22]2)[CH2:15][CH2:16]1. The reactants are IC1=CC(=NC(=C1)CBr)CBr (4-iodo-2,6-bisbromomethylpyridine), N(CC(=O)OC(C)(C)C)CC(=O)OC(C)(C)C (di-t-butyl iminodiacetate), C([O-])([O-])=O.[Na+].[Na+] (sodium carbonate). Solvent: C(C)#N (acetonitrile). Reaction conditions: time 24 hour. Yields the product IC1=CC(=NC(=C1)CN(CC(=O)OC(C)(C)C)CC(=O)OC(C)(C)C)CN(CC(=O)OC(C)(C)C)CC(=O)OC(C)(C)C (4iodo-2,6-bis(N,N-bis(t-butoxycarbonylmethyl)aminomethyl)pyridine). As a reaction SMILES: [I:1][C:2]1[CH:7]=[C:6]([CH2:8]Br)[N:5]=[C:4]([CH2:10]Br)[CH:3]=1.[NH:12]([CH2:21][C:22]([O:24][C:25]([CH3:28])([CH3:27])[CH3:26])=[O:23])[CH2:13][C:14]([O:16][C:17]([CH3:20])([CH3:19])[CH3:18])=[O:15].[C:29](=[O:32])([O-:31])[O-].[Na+].[Na+]>C(#N)C>[I:1][C:2]1[CH:7]=[C:6]([CH2:8][N:12]([CH2:13][C:14]([O:16][C:17]([CH3:19])([CH3:20])[CH3:18])=[O:15])[CH2:21][C:22]([O:24][C:25]([CH3:28])([CH3:27])[CH3:26])=[O:23])[N:5]=[C:4]([CH2:10][N:12]([CH2:13][C:14]([O:16][C:17]([CH3:20])([CH3:18])[CH3:19])=[O:15])[CH2:21][C:29]([O:31][C:25]([CH3:28])([CH3:27])[CH3:26])=[O:32])[CH:3]=1 |f:2.3.4|. Procedure: To a solution of 4-iodo-2,6-bisbromomethylpyridine (0.59 g, 1.5 mmol) and di-t-butyl iminodiacetate (0.74 g, 3.0 mmol) in 40 mL of dry acetonitrile was added 1.59 g of sodium carbonate (15 mmol) and the mixture was stirred for 24 h at room temperature. Filtration and evaporation of the filtrate left a yellow oil. The oil was taken into 20 mL of chloroform, washed twice with 10 mL of water and dried with Na2SO4. Evaporation gave a yellowish oil which was purified by chromatographing on silica wit...